Dataset: the Open Reaction Database (ORD), a public repository of structured organic reaction records. Task: describe an organic reaction: reactants, conditions, products, and yield Conditions: temperature 0 celsius, time 2 hour. The product is C(C)NC(=O)NC1=CC(=C(C=N1)C=1C=C2C(C(=CN(C2=NC1)CCOP(=O)(O)O)C(=O)O)=O)C=1SC=C(N1)C(F)(F)F (6-{6-[(ethylcarbamoyl)amino]-4-[4-(trifluoromethyl)-1,3-thiazol-2-yl]pyridin-3-yl}-4-oxo-1-[2-(phosphonooxy)ethyl]-1,4-dihydro-1,8-naphthyridine-3-carboxylic acid). RXN SMILES: C([O:8][P:9]([O:19][CH2:20][CH2:21][N:22]1[C:31]2[C:26](=[CH:27][C:28]([C:32]3[CH:33]=[N:34][C:35]([NH:47][C:48](=[O:52])[NH:49][CH2:50][CH3:51])=[CH:36][C:37]=3[C:38]3[S:39][CH:40]=[C:41]([C:43]([F:46])([F:45])[F:44])[N:42]=3)=[CH:29][N:30]=2)[C:25](=[O:53])[C:24]([C:54]([OH:56])=[O:55])=[CH:23]1)([O:11]CC1C=CC=CC=1)=[O:10])C1C=CC=CC=1.C[Si](Br)(C)C.O>ClCCl.CO>[CH2:50]([NH:49][C:48]([NH:47][C:35]1[N:34]=[CH:33][C:32]([C:28]2[CH:27]=[C:26]3[C:31](=[N:30][CH:29]=2)[N:22]([CH2:21][CH2:20][O:19][P:9]([OH:11])([OH:10])=[O:8])[CH:23]=[C:24]([C:54]([OH:56])=[O:55])[C:25]3=[O:53])=[C:37]([C:38]2[S:39][CH:40]=[C:41]([C:43]([F:45])([F:46])[F:44])[N:42]=2)[CH:36]=1)=[O:52])[CH3:51]. Yield: 26.5%. The reactants are crude compound, O (water), C(C1=CC=CC=C1)OP(=O)(OCC1=CC=CC=C1)OCCN1C=C(C(C2=CC(=CN=C12)C=1C=NC(=CC1C=1SC=C(N1)C(F)(F)F)NC(NCC)=O)=O)C(=O)O (1-(2-{[bis(benzyloxy)phosphoryl]oxy}ethyl)-6-{6-[(ethylcarbamoyl)amino]-4-[4-(trifluoromethyl)-1,3-thiazol-2-yl]pyridin-3-yl}-4-oxo-1,4-dihydro-1,8-naphthyridine-3-carboxylic acid), C[Si](C)(C)Br (Trimethylsilyl bromide). The solvent is CO (methanol), ClCCl (dichloromethane). Procedure: 1-(2-{[bis(benzyloxy)phosphoryl]oxy}ethyl)-6-{6-[(ethylcarbamoyl)amino]-4-[4-(trifluoromethyl)-1,3-thiazol-2-yl]pyridin-3-yl}-4-oxo-1,4-dihydro-1,8-naphthyridine-3-carboxylic acid (Example 13, 220 mg, 0.27 mmol) was dissolved in dry dichloromethane (30 mL), the reaction mixture was cooled to 0° C. Trimethylsilyl bromide (83.31 mg, 0.54 mmol) was added and the mixture was stirred for 2 h at room temperature. A solid formed on the walls of round bottom flask. The solvent was decanted and the solid... Reactants: ClC1=NC(=CC(=N1)C1=CC=C(C=C1)C(F)(F)F)C(F)(F)F (2-chloro-4-(4-trifluoromethyl-phenyl)-6-trifluoromethyl-pyrimidine), N1C=NC=C1 (imidazole). Yields the product N1(C=NC=C1)C1=NC(=CC(=N1)C(F)(F)F)C1=CC=C(C=C1)C(F)(F)F (2-Imidazol-1-yl-4-trifluoromethyl-6-(4-trifluoromethyl-phenyl)-pyrimidine), solid. Yield: 39.0%. RXN SMILES: Cl[C:2]1[N:7]=[C:6]([C:8]2[CH:13]=[CH:12][C:11]([C:14]([F:17])([F:16])[F:15])=[CH:10][CH:9]=2)[CH:5]=[C:4]([C:18]([F:21])([F:20])[F:19])[N:3]=1.[NH:22]1[CH:26]=[CH:25][N:24]=[CH:23]1>>[N:22]1([C:2]2[N:3]=[C:4]([C:18]([F:21])([F:20])[F:19])[CH:5]=[C:6]([C:8]3[CH:13]=[CH:12][C:11]([C:14]([F:17])([F:16])[F:15])=[CH:10][CH:9]=3)[N:7]=2)[CH:26]=[CH:25][N:24]=[CH:23]1. Procedure: The title compound was prepared from 2-chloro-4-(4-trifluoromethyl-phenyl)-6-trifluoromethyl-pyrimidine (example A.2) (0.16 g, 0.5 mmol) and commercially available imidazole (0.034 g, 0.5 mmol) according to the general procedure IVa. Obtained as a white solid (0.07 g, 39%). MS (EI) 358.0 [(M)+]; mp 162° C. Starting materials: C(C1=CC=CC=C1)(C1=CC=CC=C1)(C1=CC=CC=C1)NC=1SC=C(N1)C=O (2-tritylaminothiazole-4-carbaldehyde), S1C(NC(C1)=O)=O (2,4-thiazolidinedione), N1CCCCC1 (piperidine). Solvent: C(C)O (ethanol). Yields the product C(C1=CC=CC=C1)(C1=CC=CC=C1)(C1=CC=CC=C1)NC=1SC=C(N1)C=C1C(NC(S1)=O)=O (5-(2-Tritylaminothiazol-4-ylmethylene)thiazolidine-2,4-dione). Reaction SMILES: [C:1]([NH:20][C:21]1[S:22][CH:23]=[C:24]([CH:26]=O)[N:25]=1)([C:14]1[CH:19]=[CH:18][CH:17]=[CH:16][CH:15]=1)([C:8]1[CH:13]=[CH:12][CH:11]=[CH:10][CH:9]=1)[C:2]1[CH:7]=[CH:6][CH:5]=[CH:4][CH:3]=1.[S:28]1[CH2:32][C:31](=[O:33])[NH:30][C:29]1=[O:34].N1CCCCC1>C(O)C>[C:1]([NH:20][C:21]1[S:22][CH:23]=[C:24]([CH:26]=[C:32]2[S:28][C:29](=[O:34])[NH:30][C:31]2=[O:33])[N:25]=1)([C:14]1[CH:15]=[CH:16][CH:17]=[CH:18][CH:19]=1)([C:8]1[CH:9]=[CH:10][CH:11]=[CH:12][CH:13]=1)[C:2]1[CH:3]=[CH:4][CH:5]=[CH:6][CH:7]=1. Reported procedure: Following a procedure similar to that described in Example 17, the desired compound was prepared from 2 g of 2-tritylaminothiazole-4-carbaldehyde, 0.7 g of 2,4-thiazolidinedione, 1 g of piperidine and 20 ml of ethanol. The resulting product was a pale brown powder having the following physical properties.